This data is from the Open Reaction Database (ORD), a public repository of structured organic reaction records. The task is: describe an organic reaction: reactants, conditions, products, and yield Starting materials: ClC1=C(C=NC2=CC3=C(C=C12)C=C(C(=C3)OCCCl)OC)C#N (4-chloro-7-methoxy-8-(2-chloroethoxy)benzo[g]quinoline-3-carbonitrile), ClC1=C(C=NC2=CC3=C(C=C12)C=C(C(=C3)OC)OCCCl)C#N (4-chloro-8-methoxy-7-(2-chloroethoxy)benzo[g]quinoline-3-carbonitrile), Cl.N1=CC=CC=C1 (pyridine hydrochloride), ClC1=CC(=C(N)C=C1OC)C (4-chloro-5-methoxy-2-methylaniline), C(C)OCCO (2-ethoxyethanol). Run at temperature 135 celsius, time 1 hour. The product is ClC1=CC(=C(NC2=C(C=NC3=CC4=C(C=C23)C=C(C(=C4)OCCCl)OC)C#N)C=C1OC)C (4-(4-chloro-5-methoxy-2-methylanilino)-7-methoxy-8-(chloroethoxy)benzo[g]quinoline-3-carbonitrile). The yield is 81.9%. Reaction SMILES: Cl[C:2]1[C:11]2[C:6](=[CH:7][C:8]3[CH:15]=[C:14]([O:16][CH2:17][CH2:18][Cl:19])[C:13]([O:20][CH3:21])=[CH:12][C:9]=3[CH:10]=2)[N:5]=[CH:4][C:3]=1[C:22]#[N:23].ClC1C2C(=CC3C=C(OC)C(OCCCl)=CC=3C=2)N=CC=1C#N.Cl.N1C=CC=CC=1.[Cl:54][C:55]1[C:61]([O:62][CH3:63])=[CH:60][C:58]([NH2:59])=[C:57]([CH3:64])[CH:56]=1.C(OCCO)C>>[Cl:54][C:55]1[C:61]([O:62][CH3:63])=[CH:60][C:58]([NH:59][C:2]2[C:11]3[C:6](=[CH:7][C:8]4[CH:15]=[C:14]([O:16][CH2:17][CH2:18][Cl:19])[C:13]([O:20][CH3:21])=[CH:12][C:9]=4[CH:10]=3)[N:5]=[CH:4][C:3]=2[C:22]#[N:23])=[C:57]([CH3:64])[CH:56]=1 |f:2.3|. Procedure: A mixture of 248 mg (0.714 mmol) of 4-chloro-7-methoxy-8-(2-chloroethoxy)benzo[g]quinoline-3-carbonitrile and 4-chloro-8-methoxy-7-(2-chloroethoxy)benzo[g]quinoline-3-carbonitrile (1:1 mixture), 10 mg of pyridine hydrochloride, 150 mg (0.874 mmol) of 4-chloro-5-methoxy-2-methylaniline and 5 mL of 2-ethoxyethanol is stirred and heated to 135° C. After 1 hour, the reaction is cooled to room temperature, quenched with 0.2 mL of triethylamine and concentrated in vacuo. The residue is dissolved in 1:...